Dataset: the Open Reaction Database (ORD), a public repository of structured organic reaction records. Task: describe an organic reaction: reactants, conditions, products, and yield Reactants: CC(=CBr)c1ccc(Cl)c(Cl)c1, CN1CCc2c([nH]c3ccc(Cl)cc23)C1, [Cu]I, [K+], [K+], [K+], CN(C)C=O, O=C(O)C1CCCN1, O=P([O-])([O-])[O-]. The product is CC(=Cn1c2c(c3cc(Cl)ccc31)CCN(C)C2)c1ccc(Cl)c(Cl)c1. RXN SMILES: [Br:32][CH:33]=[C:34]([CH3:35])[c:36]1[cH:37][c:38]([Cl:43])[c:39]([Cl:42])[cH:40][cH:41]1.[Cl:1][c:2]1[cH:3][c:4]2[c:5]3[c:6]([nH:7][c:8]2[cH:9][cH:10]1)[CH2:11][N:12]([CH3:15])[CH2:13][CH2:14]3.[Cu:49][I:50].[K+:29].[K+:30].[K+:31].[O:44]=[CH:45][N:46]([CH3:47])[CH3:48].[OH:16][C:17]([CH:18]1[NH:19][CH2:20][CH2:21][CH2:22]1)=[O:23].[P:24]([O-:25])([O-:26])([O-:27])=[O:28]>>[Cl:1][c:2]1[cH:3][c:4]2[c:5]3[c:6]([n:7]([CH:33]=[C:34]([CH3:35])[c:36]4[cH:37][c:38]([Cl:43])[c:39]([Cl:42])[cH:40][cH:41]4)[c:8]2[cH:9][cH:10]1)[CH2:11][N:12]([CH3:15])[CH2:13][CH2:14]3.